From a dataset of the Open Reaction Database (ORD), a public repository of structured organic reaction records. describe an organic reaction: reactants, conditions, products, and yield Reactants: CsCO3, C(C)OC(=O)C=1C=2C[C@@H]3[C@H](C2NN1)C3 ((1aR,5aR)-1a,2,5,5a-Tetrahydro-1H-2,3-diazacyclopropa[a]pentalene-4-carboxylic acid ethyl ester), BrC(C)C (2-Bromopropane). The solvent is CCOC(=O)C (EtOAc), CN(C)C=O (DMF). Run at temperature 25 celsius. The product is C(C)(C)N1N=C(C=2C[C@@H]3[C@H](C12)C3)C(=O)OCC (Ethyl (1aR,5aR)-2-Isopropyl-1a,2,5,5a-tetrahydro-1H-2,3-diazacyclopropa[a]pentalene-4-carboxylate). Yield: 59.9%. As a reaction SMILES: [CH2:1]([O:3][C:4]([C:6]1[C:7]2[CH2:8][C@H:9]3[CH2:14][C@H:10]3[C:11]=2[NH:12][N:13]=1)=[O:5])[CH3:2].Br[CH:16]([CH3:18])[CH3:17]>CN(C=O)C.CCOC(C)=O>[CH:16]([N:12]1[C:11]2[C@@H:10]3[CH2:14][C@@H:9]3[CH2:8][C:7]=2[C:6]([C:4]([O:3][CH2:1][CH3:2])=[O:5])=[N:13]1)([CH3:18])[CH3:17]. Procedure details: (1aR,5aR)-1a,2,5,5a-Tetrahydro-1H-2,3-diazacyclopropa[a]pentalene-4-carboxylic acid ethyl ester (0.100 g, 0.520 mmol) (from Example 1.4, Step A) was dissolved in anhydrous DMF (5.20 mL). CsCO3 (0.678 g, 2.081 mmol) was added to give a suspension which was stirred at 25° C. for several minutes. 2-Bromopropane (0.098 mL, 1.041 mmol) was added dropwise at 25° C. After stirring for 4 h, the reaction was diluted with EtOAc (50 mL), washed with water (2×10 mL), brine, and dried over MgSO4. The solvent... Reactants: C(C)(C)OC1C[C@H]([C@H](CC1)NC(OCC1=CC=CC=C1)=O)CS(=O)(=O)C(C)C (benzyl (1S,2R)-4-isopropoxy-2-(isopropylsulfonylmethyl)cyclohexylcarbamate), [H][H] (hydrogen). The reagents and catalysts are [Pd] (Pd/C). Run in CO (MeOH). Product: C(C)(C)OC1C[C@H]([C@H](CC1)N)CS(=O)(=O)C(C)C ((1S,2R)-4-isopropoxy-2-(isopropylsulfonylmethyl)cyclohexanamine). As a reaction SMILES: [CH:1]([O:4][CH:5]1[CH2:10][CH2:9][C@H:8]([NH:11]C(=O)OCC2C=CC=CC=2)[C@H:7]([CH2:22][S:23]([CH:26]([CH3:28])[CH3:27])(=[O:25])=[O:24])[CH2:6]1)([CH3:3])[CH3:2].[H][H]>CO.[Pd]>[CH:1]([O:4][CH:5]1[CH2:10][CH2:9][C@H:8]([NH2:11])[C@H:7]([CH2:22][S:23]([CH:26]([CH3:28])[CH3:27])(=[O:24])=[O:25])[CH2:6]1)([CH3:3])[CH3:2]. Reported procedure: A sample of benzyl (1S,2R)-4-isopropoxy-2-(isopropylsulfonylmethyl)cyclohexylcarbamate (7.73 g, 18.8 mMol) and Pd/C (2 g) were taken in MeOH (250 mL) and stirred at rt under 50 psi hydrogen. After 2.5 h the reaction was filtered through Celite with EtOAc. The resulting solution was concentrated and dried in vacuo to yield (1S,2R)-4-isopropoxy-2-(isopropylsulfonylmethyl)cyclohexanamine as a clear oil which was used without any further purification. Starting materials: ClC1=NC(=CC2=CC(=CC=C12)OC)NC1=NNC(=C1)C ((1-chloro-6-methoxy-isoquinolin-3-yl)-(5-methyl-1H-pyrazol-3-yl)-amine), C(C)(=O)C=1C=C(C=CC1)B(O)O (3-acetyl-phenylboronic acid). The product is CC1=CC(=NN1)NC=1N=C(C2=CC=C(C=C2C1)OC)C=1C=C(C=CC1)C(C)=O (1-{3-[3-(5-methyl-1H-pyrazol-3-ylamino)-6-methoxy-isoquinolin-1-yl]-phenyl}-ethanone). Reaction SMILES: Cl[C:2]1[C:11]2[C:6](=[CH:7][C:8]([O:12][CH3:13])=[CH:9][CH:10]=2)[CH:5]=[C:4]([NH:14][C:15]2[CH:19]=[C:18]([CH3:20])[NH:17][N:16]=2)[N:3]=1.[C:21]([C:24]1[CH:25]=[C:26](B(O)O)[CH:27]=[CH:28][CH:29]=1)(=[O:23])[CH3:22]>>[CH3:20][C:18]1[NH:17][N:16]=[C:15]([NH:14][C:4]2[N:3]=[C:2]([C:28]3[CH:29]=[C:24]([C:21](=[O:23])[CH3:22])[CH:25]=[CH:26][CH:27]=3)[C:11]3[C:6]([CH:5]=2)=[CH:7][C:8]([O:12][CH3:13])=[CH:9][CH:10]=3)[CH:19]=1. Reported procedure: Similar procedure as described in example 131 was used, starting from (1-chloro-6-methoxy-isoquinolin-3-yl)-(5-methyl-1H-pyrazol-3-yl)-amine and 3-acetyl-phenylboronic acid to give 1-{3-[3-(5-methyl-1H-pyrazol-3-ylamino)-6-methoxy-isoquinolin-1-yl]-phenyl}-ethanone. LC-MS m/e 373(MH+). The reactants are C(C(=O)O)(=O)O (oxalic acid), C1=CC=CC=2C3=CC=CC=C3NC12 (carbazole), BrCC(=O)OC(C)(C)C (t-butyl bromoacetate), C(C)(C)(C)O[K] (t-butoxy potassium). Run in CN(C=O)C (dimethylformamide). Yields the product C(C)(C)(C)OC(=O)CN1C2=CC=CC=C2C=2C=CC=CC12 (N-(t-butoxycarbonylmethyl)carbazole). Isolated yield 46.9%. As a reaction SMILES: [CH:1]1[C:13]2[NH:12][C:11]3[C:6](=[CH:7][CH:8]=[CH:9][CH:10]=3)[C:5]=2[CH:4]=[CH:3][CH:2]=1.Br[CH2:15][C:16]([O:18][C:19]([CH3:22])([CH3:21])[CH3:20])=[O:17].C(O[K])(C)(C)C.C(O)(=O)C(O)=O>CN(C)C=O>[C:19]([O:18][C:16]([CH2:15][N:12]1[C:11]2[CH:10]=[CH:9][CH:8]=[CH:7][C:6]=2[C:5]2[C:13]1=[CH:1][CH:2]=[CH:3][CH:4]=2)=[O:17])([CH3:22])([CH3:21])[CH3:20]. Reported procedure: 100 g of carbazole, 117 g of t-butyl bromoacetate, and 67 g of t-butoxy potassium were dissolved in 1,000 g of dimethylformamide. The mixture was reacted overnight at room temperature. After the addition of 300 g of 5 wt % oxalic acid aqueous solution, the reaction mixture was extracted with 2,000 g of n-hexane. Precipitate obtained by crystallization in a mixed solvent of 500 g of dimethylformamide and 500 g of n-hexane was dried under vacuum to obtain 79 g of N-(t-butoxycarbonylmethyl)carbazol... The reactants are C([O-])([O-])=O.[K+].[K+] (potassium carbonate), N12CCCC(C1)(C2)C(=O)N (1-azabicyclo[3.1.1]hept-5-ylcarboxamide), C1(OC=CO1)=O (vinylene carbonate), C([O-])([O-])=O.[K+].[K+] (potassium carbonate). Run in polyphosphoric acid. Conditions: temperature 120 celsius. Yields the product C(C(=O)O)(=O)O.O1C(=NC=C1)C12CCCN(C1)C2 (5-(1,3-Oxazol-2-yl)-1-azabicyclo[3.1.1]heptane oxalate salt). RXN SMILES: [N:1]12[CH2:7][C:5]([C:8]([NH2:10])=[O:9])([CH2:6]1)[CH2:4][CH2:3][CH2:2]2.[C:11]1(=O)[O:15][CH:14]=[CH:13][O:12]1.[C:17](=[O:20])([O-:19])[O-].[K+].[K+]>>[C:11]([OH:15])(=[O:12])[C:17]([OH:19])=[O:20].[O:9]1[CH:14]=[CH:13][N:10]=[C:8]1[C:5]12[CH2:7][N:1]([CH2:6]1)[CH2:2][CH2:3][CH2:4]2 |f:2.3.4,5.6|. Reported procedure: A well stirred mixture of 1-azabicyclo[3.1.1]hept-5-ylcarboxamide (D12, 640 mg, 0.0046 mole) and vinylene carbonate (600 mg, 0.0069 mole) in polyphosphoric acid (25 g) was heated at 120° C. for 1 h. The hot solution was then poured cautiously, with good stirring, into excess potassium carbonate solution. The aqueous mixture was saturated with potassium carbonate and extracted with ethyl acetate (1×100 ml), followed by chloroform (1×100 ml). The combined extracts were dried (Na2SO4) and concentra... Starting materials: BrBr (Br2), N12CC(C(CC1)CC2)N2C(C1=CC=CC=C1C=C2)=O ((RS)-2-(1-azabicyclo[2.2.2]oct-3-yl)-l(2H)-isoquinolinone). Solvent: C(C)(=O)O (acetic acid), C(C)(=O)O (acetic acid). Yields the product N12CC(C(CC1)CC2)N2C(C1=CC=CC=C1C(=C2)Br)=O ((RS)-2-(1-azabicyclo[2.2.2]oct-3-yl)-4-bromo-1(2H)-isoquinolinone). Reaction SMILES: [Br:1]Br.[N:3]12[CH2:10][CH2:9][CH:6]([CH2:7][CH2:8]1)[CH:5]([N:11]1[CH:20]=[CH:19][C:18]3[C:13](=[CH:14][CH:15]=[CH:16][CH:17]=3)[C:12]1=[O:21])[CH2:4]2>C(O)(=O)C>[N:3]12[CH2:8][CH2:7][CH:6]([CH2:9][CH2:10]1)[CH:5]([N:11]1[CH:20]=[C:19]([Br:1])[C:18]3[C:13](=[CH:14][CH:15]=[CH:16][CH:17]=3)[C:12]1=[O:21])[CH2:4]2. Procedure: A solution of Br2 (1.0M) in glacial acetic acid (0.8 mL) was added to a solution of (RS)-2-(1-azabicyclo[2.2.2]oct-3-yl)-l(2H)-isoquinolinone (0.20 g; 0.787 mmol), from Example 2, in glacial acetic acid (5.0 mL). Thesolvent was removed under pressure and the residue was partitioned between methylene chloride (100 ml) and sodium carbonate (2.0M, 30 ml). The organic phase was separated and dried over anhydrous sodium sulfate. The mixture was then filtered and concentrated under reduced pressure. T... Conditions: temperature 80 celsius. The reagents and catalysts are C=1C=CC(=CC1)[P](C=2C=CC=CC2)(C=3C=CC=CC3)[Pd]([P](C=4C=CC=CC4)(C=5C=CC=CC5)C=6C=CC=CC6)([P](C=7C=CC=CC7)(C=8C=CC=CC8)C=9C=CC=CC9)[P](C=1C=CC=CC1)(C=1C=CC=CC1)C=1C=CC=CC1 (palladiumtetrakis). As a reaction SMILES: [C:1]([C:3]1[CH:4]=[C:5](B(O)O)[CH:6]=[N:7][CH:8]=1)#[N:2].C(=O)([O-])[O-].[K+].[K+].FC(F)(F)S(O[C:24]1[CH:25]=[C:26]2[C@@:37]3([CH2:41][O:40][C:39]([NH2:42])=[N:38]3)[C:36]3[C:31](=[N:32][CH:33]=[C:34]([C:43]#[C:44][C:45]([CH3:48])([CH3:47])[CH3:46])[CH:35]=3)[O:30][C:27]2=[CH:28][CH:29]=1)(=O)=O.O1CCOCC1>C1C=CC([P]([Pd]([P](C2C=CC=CC=2)(C2C=CC=CC=2)C2C=CC=CC=2)([P](C2C=CC=CC=2)(C2C=CC=CC=2)C2C=CC=CC=2)[P](C2C=CC=CC=2)(C2C=CC=CC=2)C2C=CC=CC=2)(C2C=CC=CC=2)C2C=CC=CC=2)=CC=1.O>[NH2:42][C:39]1[O:40][CH2:41][C@:37]2([C:36]3[C:31](=[N:32][CH:33]=[C:34]([C:43]#[C:44][C:45]([CH3:46])([CH3:47])[CH3:48])[CH:35]=3)[O:30][C:27]3[C:26]2=[CH:25][C:24]([C:5]2[CH:6]=[N:7][CH:8]=[C:3]([CH:4]=2)[C:1]#[N:2])=[CH:29][CH:28]=3)[N:38]=1 |f:1.2.3,^1:60,62,81,100|. The solvent is O (water). Reactants: C(#N)C=1C=C(C=NC1)B(O)O (5-cyanopyridin-3-ylboronic acid), C([O-])([O-])=O.[K+].[K+] (potassium carbonate), FC(S(=O)(=O)OC=1C=C2C(=CC1)OC1=NC=C(C=C1[C@@]21N=C(OC1)N)C#CC(C)(C)C)(F)F ((S)-2′-amino-3-(3,3-dimethylbut-1-ynyl)-5′H-spiro[chromeno[2,3-b]pyridine-5,4′-oxazole]-7-yl trifluoromethanesulfonate), O1CCOCC1 (dioxane). Procedure details: A vial charged with 5-cyanopyridin-3-ylboronic acid (0.030 g, 0.206 mmol), palladiumtetrakis (10.80 mg, 9.35 μmol), potassium carbonate (0.129 g, 0.935 mmol), and (S)-2′-amino-3-(3,3-dimethylbut-1-ynyl)-5′H-spiro[chromeno[2,3-b]pyridine-5,4′-oxazole]-7-yl trifluoromethanesulfonate (0.090 g, 0.187 mmol) was treated with 1 mL of dioxane followed by 0.4 mL water. The vial was flushed with argon and was heated to 80° C. for 4 hours. The reaction mixture was diluted with EtOAc and dried over MgSO4. T... Yields the product NC=1OC[C@]2(N1)C1=CC(=CC=C1OC1=NC=C(C=C12)C#CC(C)(C)C)C=1C=NC=C(C#N)C1 ((S)-5-(2′-amino-3-(3,3-dimethylbut-1-ynyl)-5′H-spiro[chromeno[2,3-b]pyridine-5,4′-oxazole]-7-yl)nicotinonitrile).